Dataset: the Open Reaction Database (ORD), a public repository of structured organic reaction records. Task: describe an organic reaction: reactants, conditions, products, and yield Reactants: FC(C1=C(CN2C(=NC3=C2C=C(C=C3)O)C3=CC(=C(C(=C3)OC)OC)OC)C=CC=C1)(F)F (1-(2-trifluoromethylbenzyl)-2-(3,4,5-trimethoxyphenyl)-6-hydroxybenzimidazole), N1(CCCC1)CCCl (2-(pyrrolidin-1-yl)ethyl chloride). The product is FC(C1=C(CN2C(=NC3=C2C=C(C=C3)OCCN3CCCC3)C3=CC(=C(C(=C3)OC)OC)OC)C=CC=C1)(F)F (1-(2-trifluoromethylbenzyl)-2-(3,4,5-trimethoxyphenyl)-6-[2-(pyrrolidin-1-yl)ethoxy]benzimidazole). Reaction SMILES: [F:1][C:2]([F:33])([F:32])[C:3]1[CH:31]=[CH:30][CH:29]=[CH:28][C:4]=1[CH2:5][N:6]1[C:10]2[CH:11]=[C:12]([OH:15])[CH:13]=[CH:14][C:9]=2[N:8]=[C:7]1[C:16]1[CH:21]=[C:20]([O:22][CH3:23])[C:19]([O:24][CH3:25])=[C:18]([O:26][CH3:27])[CH:17]=1.[N:34]1([CH2:39][CH2:40]Cl)[CH2:38][CH2:37][CH2:36][CH2:35]1>>[F:33][C:2]([F:1])([F:32])[C:3]1[CH:31]=[CH:30][CH:29]=[CH:28][C:4]=1[CH2:5][N:6]1[C:10]2[CH:11]=[C:12]([O:15][CH2:40][CH2:39][N:34]3[CH2:38][CH2:37][CH2:36][CH2:35]3)[CH:13]=[CH:14][C:9]=2[N:8]=[C:7]1[C:16]1[CH:17]=[C:18]([O:26][CH3:27])[C:19]([O:24][CH3:25])=[C:20]([O:22][CH3:23])[CH:21]=1. Reported procedure: The title compound was prepared by reacting the compound of Example 104 with 2-(pyrrolidin-1-yl)ethyl chloride essentially as previously described. mp 143° C., NMR, IR, MS 555.